From a dataset of the Open Reaction Database (ORD), a public repository of structured organic reaction records. describe an organic reaction: reactants, conditions, products, and yield Reactants: COC(CCC1=CC(=CS1)CCC1=CC=C(C=N1)N1CCN(CC1)C(=O)OC(C)(C)C)=O (tert-butyl 4-(6-{2-[5-(3-methoxy-3-oxopropyl)thiophen-3-yl]ethyl}pyridin-3-yl)piperazine-1-carboxylate), [H-].C(C(C)C)[Al+]CC(C)C (diisobutylaluminum hydride). The product is OCCCC1=CC(=CS1)CCC1=CC=C(C=N1)N1CCN(CC1)C(=O)OC(C)(C)C (tert-butyl 4-(6-{2-[5-(3-hydroxypropyl)thiophen-3-yl]ethyl}pyridin-3-yl)piperazine-1-carboxylate). The yield is 80.2%. RXN SMILES: C[O:2][C:3](=O)[CH2:4][CH2:5][C:6]1[S:10][CH:9]=[C:8]([CH2:11][CH2:12][C:13]2[N:18]=[CH:17][C:16]([N:19]3[CH2:24][CH2:23][N:22]([C:25]([O:27][C:28]([CH3:31])([CH3:30])[CH3:29])=[O:26])[CH2:21][CH2:20]3)=[CH:15][CH:14]=2)[CH:7]=1.[H-].C([Al+]CC(C)C)C(C)C>>[OH:2][CH2:3][CH2:4][CH2:5][C:6]1[S:10][CH:9]=[C:8]([CH2:11][CH2:12][C:13]2[N:18]=[CH:17][C:16]([N:19]3[CH2:24][CH2:23][N:22]([C:25]([O:27][C:28]([CH3:31])([CH3:30])[CH3:29])=[O:26])[CH2:21][CH2:20]3)=[CH:15][CH:14]=2)[CH:7]=1 |f:1.2|. Procedure details: By a method similar to Production Example 113, step 5, tert-butyl 4-(6-{2-[5-(3-methoxy-3-oxopropyl)thiophen-3-yl]ethyl}pyridin-3-yl)piperazine-1-carboxylate (840.0 mg, 1.828 mg) was reduced with diisobutylaluminum hydride to give tert-butyl 4-(6-{2-[5-(3-hydroxypropyl)thiophen-3-yl]ethyl}pyridin-3-yl)piperazine-1-carboxylate (632.3 mg, yield 80.1%) as a white solid. Starting materials: C(=O)O (Formic acid), O1C(OCCC1)CCC1CCC(CC1)C1CCC(CC1)CCC1=CC=C(C=C1)OC(F)(F)F (4-(4-(1,3-dioxan-2-ylethyl)cyclohexyl)-1-(2-(4-trifluoromethoxyphenyl)ethyl)cyclohexane). Run in C1(=CC=CC=C1)C (toluene). Product: FC(OC1=CC=C(C=C1)CCC1CCC(CC1)C1CCC(CC1)CCC=O)(F)F (3-(4-(4-(2-(4-trifluoromethoxyphenyl)ethyl)cyclohexyl)cyclohexyl)propanal). Isolated yield 94.8%. RXN SMILES: C(O)=O.[O:4]1CCCO[CH:5]1[CH2:10][CH2:11][CH:12]1[CH2:17][CH2:16][CH:15]([CH:18]2[CH2:23][CH2:22][CH:21]([CH2:24][CH2:25][C:26]3[CH:31]=[CH:30][C:29]([O:32][C:33]([F:36])([F:35])[F:34])=[CH:28][CH:27]=3)[CH2:20][CH2:19]2)[CH2:14][CH2:13]1>C1(C)C=CC=CC=1>[F:34][C:33]([F:35])([F:36])[O:32][C:29]1[CH:28]=[CH:27][C:26]([CH2:25][CH2:24][CH:21]2[CH2:20][CH2:19][CH:18]([CH:15]3[CH2:16][CH2:17][CH:12]([CH2:11][CH2:10][CH:5]=[O:4])[CH2:13][CH2:14]3)[CH2:23][CH2:22]2)=[CH:31][CH:30]=1. Reported procedure: Formic acid (3.0 g, 66 mmol) and toluene (20 ml) were added to the above 4-(4-(1,3-dioxan-2-ylethyl)cyclohexyl)-1-(2-(4-trifluoromethoxyphenyl)ethyl)cyclohexane (3.25 g, 6.94 mmol), followed by refluxing the mixture for 5 hours, washing the organic layer successively with a saturated, aqueous solution of sodium bicarbonate and water, drying over magnesium sulfate, and distilling off the solvent, to obtain 3-(4-(4-(2-(4-trifluoromethoxyphenyl)ethyl)cyclohexyl)cyclohexyl)propanal (2.70 g, 6.58 mmo... Starting materials: [BH4-], CO, COc1ccc(F)cc1C(C)(C)CC(O)(C=Nc1cccc2nc(C(F)(F)F)ccc12)C(F)(F)F, [Na+]. Product: COc1ccc(F)cc1C(C)(C)CC(O)(CNc1cccc2nc(C(F)(F)F)ccc12)C(F)(F)F. Reaction SMILES: [BH4-:36].[CH3:38][OH:39].[F:1][c:2]1[cH:3][cH:4][c:5]([O:34][CH3:35])[c:6]([C:8]([CH2:9][C:10]([CH:11]=[N:12][c:13]2[c:14]3[cH:15][cH:16][c:17]([C:23]([F:24])([F:25])[F:26])[n:18][c:19]3[cH:20][cH:21][cH:22]2)([OH:27])[C:28]([F:29])([F:30])[F:31])([CH3:32])[CH3:33])[cH:7]1.[Na+:37]>>[F:1][c:2]1[cH:3][cH:4][c:5]([O:34][CH3:35])[c:6]([C:8]([CH2:9][C:10]([CH2:11][NH:12][c:13]2[c:14]3[cH:15][cH:16][c:17]([C:23]([F:24])([F:25])[F:26])[n:18][c:19]3[cH:20][cH:21][cH:22]2)([OH:27])[C:28]([F:29])([F:30])[F:31])([CH3:32])[CH3:33])[cH:7]1. The reactants are BrC1=C(CN2C(O[C@H]([C@H]2C)C2=CC=CC=C2)=O)C=C(C=C1)C(F)(F)F ((4R,5S)-3-(2-bromo-5-trifluoromethyl-benzyl)-4-methyl-5-phenyl-oxazolidin-2-one), COC(CC1=CC(=C(C=C1)OC)B1OC(C(O1)(C)C)(C)C)=O ([4-methoxy-3-(4,4,5,5-tetramethyl-[1,3,2]dioxaborolan-2-yl)-phenyl]-acetic acid methyl ester). Yields the product COC(CC=1C=C(C(=CC1)OC)C1=C(C=C(C=C1)C(F)(F)F)CN1C(O[C@H]([C@H]1C)C1=CC=CC=C1)=O)=O ([6-Methoxy-2′-((4R,5S)-4-methyl-2-oxo-5-phenyl-oxazolidin-3-ylmethyl)-4′-trifluoromethyl-biphenyl-3-yl]-acetic acid methyl ester). RXN SMILES: Br[C:2]1[CH:21]=[CH:20][C:19]([C:22]([F:25])([F:24])[F:23])=[CH:18][C:3]=1[CH2:4][N:5]1[C@H:9]([CH3:10])[C@H:8]([C:11]2[CH:16]=[CH:15][CH:14]=[CH:13][CH:12]=2)[O:7][C:6]1=[O:17].[CH3:26][O:27][C:28](=[O:47])[CH2:29][C:30]1[CH:35]=[CH:34][C:33]([O:36][CH3:37])=[C:32](B2OC(C)(C)C(C)(C)O2)[CH:31]=1>>[CH3:26][O:27][C:28](=[O:47])[CH2:29][C:30]1[CH:31]=[C:32]([C:2]2[CH:21]=[CH:20][C:19]([C:22]([F:25])([F:24])[F:23])=[CH:18][C:3]=2[CH2:4][N:5]2[C@H:9]([CH3:10])[C@H:8]([C:11]3[CH:16]=[CH:15][CH:14]=[CH:13][CH:12]=3)[O:7][C:6]2=[O:17])[C:33]([O:36][CH3:37])=[CH:34][CH:35]=1. Procedure details: Prepared according to the procedure described in Example 1, Step 4, using the following starting materials: (4R,5S)-3-(2-bromo-5-trifluoromethyl-benzyl)-4-methyl-5-phenyl-oxazolidin-2-one and [4-methoxy-3-(4,4,5,5-tetramethyl-[1,3,2]dioxaborolan-2-yl)-phenyl]-acetic acid methyl ester. Yield: 77.6%. RXN SMILES: [C:1]1([CH3:14])[CH:6]=[CH:5][C:4]([O:7][CH:8]2[CH2:13][CH2:12][NH:11][CH2:10][CH2:9]2)=[CH:3][CH:2]=1.[CH3:15][C@@H:16]1[CH2:20][O:19][C:18](=[O:21])[N:17]1[C:22]1[CH:30]=[CH:29][C:25]([C:26](O)=[O:27])=[CH:24][CH:23]=1>>[CH3:15][C@@H:16]1[CH2:20][O:19][C:18](=[O:21])[N:17]1[C:22]1[CH:30]=[CH:29][C:25]([C:26]([N:11]2[CH2:12][CH2:13][CH:8]([O:7][C:4]3[CH:3]=[CH:2][C:1]([CH3:14])=[CH:6][CH:5]=3)[CH2:9][CH2:10]2)=[O:27])=[CH:24][CH:23]=1. Procedure: By reaction and treatment in the same manner as in Example 52 and using 4-(p-tolyloxy)piperidine (1 g) and (R)-4-(4-methyl-2-oxooxazolidin-3-yl)benzoic acid (1.2 g) described in Preparation Example 37, the title compound (1.6 g) was obtained. The product is C[C@H]1N(C(OC1)=O)C1=CC=C(C=C1)C(=O)N1CCC(CC1)OC1=CC=C(C=C1)C ((R)-4-methyl-3-[4-(4-p-tolyloxypiperidine-1-carbonyl)phenyl]oxazolidin-2-one). Starting materials: C1(=CC=C(C=C1)OC1CCNCC1)C (4-(p-tolyloxy)piperidine), C[C@H]1N(C(OC1)=O)C1=CC=C(C(=O)O)C=C1 ((R)-4-(4-methyl-2-oxooxazolidin-3-yl)benzoic acid). The reactants are CS, CO, Nc1nc(F)cc(CF)n1, [Na], C1CCOC1. The product is CSc1cc(CF)nc(N)n1. Reaction SMILES: [CH3:11][SH:12].[CH3:19][OH:20].[NH2:1][c:2]1[n:3][c:4]([CH2:9][F:10])[cH:5][c:6]([F:8])[n:7]1.[Na:18].[O:13]1[CH2:14][CH2:15][CH2:16][CH2:17]1>>[NH2:1][c:2]1[n:3][c:4]([CH2:9][F:10])[cH:5][c:6]([S:12][CH3:11])[n:7]1. Reactants: CCCC(O)c1ccc(CC(C)C)cc1, Cc1ccccc1, CCOC(=O)N=NC(=O)OCC, C1CCOC1, O, COC(=O)c1ccc(O)cc1, c1ccc(P(c2ccccc2)c2ccccc2)cc1. The product is CCCC(Oc1ccc(C(=O)OC)cc1)c1ccc(CC(C)C)cc1. Reaction SMILES: [CH2:1]([CH:2]([CH3:3])[CH3:4])[c:5]1[cH:6][cH:7][c:8]([CH:11]([CH2:12][CH2:13][CH3:14])[OH:15])[cH:9][cH:10]1.[CH3:58][c:59]1[cH:60][cH:61][cH:62][cH:63][cH:64]1.[O:46]=[C:47]([O:48][CH2:49][CH3:50])[N:51]=[N:52][C:53]([O:54][CH2:55][CH3:56])=[O:57].[O:65]1[CH2:66][CH2:67][CH2:68][CH2:69]1.[OH2:70].[OH:16][c:17]1[cH:18][cH:19][c:20]([C:21](=[O:22])[O:23][CH3:24])[cH:25][cH:26]1.[c:27]1([P:28]([c:29]2[cH:30][cH:31][cH:32][cH:33][cH:34]2)[c:35]2[cH:36][cH:37][cH:38][cH:39][cH:40]2)[cH:41][cH:42][cH:43][cH:44][cH:45]1>>[CH2:1]([CH:2]([CH3:3])[CH3:4])[c:5]1[cH:6][cH:7][c:8]([CH:11]([CH2:12][CH2:13][CH3:14])[O:15][c:17]2[cH:18][cH:19][c:20]([C:21](=[O:22])[O:23][CH3:24])[cH:25][cH:26]2)[cH:9][cH:10]1. Reactants: O (H2O), FC(C1=NC(=C(C(=C1C(=O)OCC)O)C)C(F)(F)F)(F)F (Ethyl 2,6-bis(trifluoromethyl)-4-hydroxy-5-methyl-3-pyridinecarboxylate), C(=O)([O-])[O-].[K+].[K+] (K2CO3), C(C=C)Br (allyl bromide). Solvent: CN(C)C=O (DMF). Run at temperature 25 celsius, time 4 day. The product is CC=1C(=C(C(=NC1C(F)(F)F)C(F)(F)F)C(=O)OCC)OCC=C (Ethyl 5-methyl-4-(2-propenyloxy)-2,6-bis(trifluoromethyl)-3-pyridinecarboxylate). Reaction SMILES: [F:1][C:2]([F:21])([F:20])[C:3]1[C:8]([C:9]([O:11][CH2:12][CH3:13])=[O:10])=[C:7]([OH:14])[C:6]([CH3:15])=[C:5]([C:16]([F:19])([F:18])[F:17])[N:4]=1.C([O-])([O-])=O.[K+].[K+].[CH2:28](Br)[CH:29]=[CH2:30].O>CN(C=O)C>[CH3:15][C:6]1[C:7]([O:14][CH2:30][CH:29]=[CH2:28])=[C:8]([C:9]([O:11][CH2:12][CH3:13])=[O:10])[C:3]([C:2]([F:20])([F:1])[F:21])=[N:4][C:5]=1[C:16]([F:19])([F:18])[F:17] |f:1.2.3|. Procedure: To a mixture of 10 g (0.03 mol) of product of Example 35 with 9.7 g (0.07 mol) of K2CO3 in 100 ml of DMF was charged 8 g (0.07 mol) of allyl bromide. The resulting mixture was stirred at 25° C. for 4 days. The reaction mixture was poured into H2O, and extracted with duethyl ether. The ether phase was dried (MgSO4), and concentrated in vacuo to 10.2 g (95%) of product as a yellow oil: nD25 1.4334